This data is from the Open Reaction Database (ORD), a public repository of structured organic reaction records. The task is: describe an organic reaction: reactants, conditions, products, and yield Reactants: O=C([O-])[O-], CN(C)CCCl, CC(C)=O, [Cl-], Cl, COC(=O)c1ccc(CNc2nccc(-c3ccc(O)c(F)c3)n2)cc1, [I-], [K+], [K+], [K+], [NH4+]. Yields the product COC(=O)c1ccc(CNc2nccc(-c3ccc(OCCN(C)C)c(F)c3)n2)cc1. As a reaction SMILES: [C:36](=[O:37])([O-:38])[O-:39].[CH3:28][N:29]([CH2:30][CH2:31][Cl:32])[CH3:33].[CH3:44][C:45](=[O:46])[CH3:47].[Cl-:42].[ClH:27].[F:1][c:2]1[cH:3][c:4](-[c:9]2[n:10][c:11]([NH:15][CH2:16][c:17]3[cH:18][cH:19][c:20]([C:21](=[O:22])[O:23][CH3:24])[cH:25][cH:26]3)[n:12][cH:13][cH:14]2)[cH:5][cH:6][c:7]1[OH:8].[I-:35].[K+:34].[K+:40].[K+:41].[NH4+:43]>>[F:1][c:2]1[cH:3][c:4](-[c:9]2[n:10][c:11]([NH:15][CH2:16][c:17]3[cH:18][cH:19][c:20]([C:21](=[O:22])[O:23][CH3:24])[cH:25][cH:26]3)[n:12][cH:13][cH:14]2)[cH:5][cH:6][c:7]1[O:8][CH2:31][CH2:30][N:29]([CH3:28])[CH3:33]. Starting materials: CCc1nnc2ccc3[nH]c(=O)c(-c4ccccc4)cc3n12, CC#N, O=P(Cl)(Cl)Cl. The product is CCc1nnc2ccc3nc(Cl)c(-c4ccccc4)cc3n12. RXN SMILES: [CH2:1]([CH3:2])[c:3]1[n:4][n:5][c:6]2[n:7]1[c:8]1[cH:9][c:10](-[c:17]3[cH:18][cH:19][cH:20][cH:21][cH:22]3)[c:11](=[O:16])[nH:12][c:13]1[cH:14][cH:15]2.[CH3:28][C:29]#[N:30].[P:23]([Cl:24])([Cl:25])([Cl:26])=[O:27]>>[CH2:1]([CH3:2])[c:3]1[n:4][n:5][c:6]2[n:7]1[c:8]1[cH:9][c:10](-[c:17]3[cH:18][cH:19][cH:20][cH:21][cH:22]3)[c:11]([Cl:25])[n:12][c:13]1[cH:14][cH:15]2. The reactants are C(C)(C)(C)OC(NCCCCCC(C=CC=1C=NC(=NC1)C)=O)=O ([8-(2-Methyl-pyrimidin-5-yl)-6-oxo-oct-7-enyl]-carbamic acid tert-butyl ester), [BH4-].[Na+] (sodium borohydride). Solvent: C1CCOC1 (THF), CO (methanol). Conditions: time 1 hour. Yields the product C(C)(C)(C)OC(NCCCCCC(C=CC=1C=NC(=NC1)C)O)=O ([6-Hydroxy-8-(2-methyl-pyrimidin-5-yl)-oct-7-enyl]-carbamic acid tert-butyl ester). Yield: 70.1%. As a reaction SMILES: [C:1]([O:5][C:6](=[O:24])[NH:7][CH2:8][CH2:9][CH2:10][CH2:11][CH2:12][C:13](=[O:23])[CH:14]=[CH:15][C:16]1[CH:17]=[N:18][C:19]([CH3:22])=[N:20][CH:21]=1)([CH3:4])([CH3:3])[CH3:2].[BH4-].[Na+]>C1COCC1.CO>[C:1]([O:5][C:6](=[O:24])[NH:7][CH2:8][CH2:9][CH2:10][CH2:11][CH2:12][CH:13]([OH:23])[CH:14]=[CH:15][C:16]1[CH:17]=[N:18][C:19]([CH3:22])=[N:20][CH:21]=1)([CH3:4])([CH3:2])[CH3:3] |f:1.2|. Procedure: A solution of 24-3 (1.419 g, 4.255 mmol) in THF (10 mL) and methanol (5 mL) was treated with sodium borohydride (162.0 mg, 4.282 mmol) and stirred at room temperature (1 h). The reaction was quenched with acetone and the solvent removed in vacuo. Purification via silica chromatography (hexane/ethyl acetate) afforded the title compound 24-4 (1.0 g). Reactants: COC=1C=C(C=CC1OC)C(=CC(=O)OC)C1=CC(=C(C=C1)OC)OC (methyl 3,3-bis-(3',4'-dimethoxyphenyl)acrylate), C(C)OP(OCC)(=O)CC#N (diethylcyanomethylphosphonate), C[Si]([N-][Si](C)(C)C)(C)C.[Li+] (lithium hexamethyldisilazide), COC=1C=C(C(=O)C2=CC=C(C=C2)[N+](=O)[O-])C=CC1OC (3,4-dimethoxy-4'nitrobenzophenone). The product is COC=1C=C(C=CC1OC)C(=CC#N)C1=CC=C(C=C1)[N+](=O)[O-] (3-(3,4-Dimethoxyphenyl)-3-(4'-nitrophenyl)acrylonitrile), mixture. Yield: 55.0%. As a reaction SMILES: COC1C=C(C(C2C=CC(OC)=C(OC)C=2)=CC(OC)=O)C=CC=1OC.[CH3:27][O:28][C:29]1[CH:30]=[C:31]([CH:43]=[CH:44][C:45]=1[O:46][CH3:47])[C:32]([C:34]1[CH:39]=[CH:38][C:37]([N+:40]([O-:42])=[O:41])=[CH:36][CH:35]=1)=O.C(OP([CH2:56][C:57]#[N:58])(=O)OCC)C.C[Si](C)(C)[N-][Si](C)(C)C.[Li+]>>[CH3:27][O:28][C:29]1[CH:30]=[C:31]([C:32]([C:34]2[CH:39]=[CH:38][C:37]([N+:40]([O-:42])=[O:41])=[CH:36][CH:35]=2)=[CH:56][C:57]#[N:58])[CH:43]=[CH:44][C:45]=1[O:46][CH3:47] |f:3.4|. Reported procedure: 3-(3,4-Dimethoxyphenyl)-3-(4'-nitrophenyl)acrylonitrile was prepared analogously to methyl 3,3-bis-(3',4'-dimethoxyphenyl)acrylate using 3,4-dimethoxy-4'nitrobenzophenone (4 g, 14 mmol), diethylcyanomethylphosphonate (2.5 mL, 15.4 mmol) and lithium hexamethyldisilazide (11.8 mL, 15.4 mmol, 1.3M) with a reaction time of 17 hours at room temperature. The crude product was purified by chromatography (silica gel, 3% hexane/methylene chloride) to afford 2.38 g (55%) of a mixture of the E and Z isomer... The reactants are substituted benzyl cyanide, [N+](=O)([O-])C=1C=C(CC#N)C=CC1 (3-nitrobenzyl cyanide), [H][H] (hydrogen). The solvent is S(O)(O)(=O)=O (sulfuric acid). The product is NC=1C=C(CC#N)C=CC1 (3-aminobenzyl cyanide). RXN SMILES: [N+:1]([C:4]1[CH:5]=[C:6]([CH:10]=[CH:11][CH:12]=1)[CH2:7][C:8]#[N:9])([O-])=O.[H][H]>S(=O)(=O)(O)O>[NH2:1][C:4]1[CH:5]=[C:6]([CH:10]=[CH:11][CH:12]=1)[CH2:7][C:8]#[N:9]. Procedure: A correspondingly substituted benzyl cyanide of the formula Ve is nitrated in concentrated sulfuric acid. The formed 3-nitrobenzyl cyanide of the formula Vf is subsequently hydrogenated in the presence of a catalyst with hydrogen to obtain 3-aminobenzyl cyanide of the formula Vg. By treatment with isopentyl nitrite in the presence of sodium and ethanol, there is formed the Na salt of 3-aminobenzoyl cyanide oxime of the formula Vh, which is reacted with an ester of the formula VIII to obtain 3-am... The reactants are BrC(C(=O)C1=NN(C2=CC(=CC=C12)OC)CC(C(C)(C)C)=O)(C)C (1-[3-(2-bromo-2-methylpropanoyl)-6-methoxy-1H-indazol-1-yl]-3,3-dimethylbutan-2-one), P(OC)(OC)OC (trimethyl phosphite). Yields the product P(=O)(OC(=C(C)C)C1=NN(C2=CC(=CC=C12)OC)CC(C(C)(C)C)=O)(OC)OC (1-[1-(3,3-Dimethyl-2-oxobutyl)-6-methoxy-1H-indazol-3-yl]-2-methylprop-1-en-1-yl dimethyl phosphate). RXN SMILES: Br[C:2]([CH3:24])([CH3:23])[C:3]([C:5]1[C:13]2[C:8](=[CH:9][C:10]([O:14][CH3:15])=[CH:11][CH:12]=2)[N:7]([CH2:16][C:17](=[O:22])[C:18]([CH3:21])([CH3:20])[CH3:19])[N:6]=1)=[O:4].[P:25]([O:30]C)([O:28][CH3:29])[O:26][CH3:27]>>[P:25]([O:28][CH3:29])([O:26][CH3:27])([O:4][C:3]([C:5]1[C:13]2[C:8](=[CH:9][C:10]([O:14][CH3:15])=[CH:11][CH:12]=2)[N:7]([CH2:16][C:17](=[O:22])[C:18]([CH3:21])([CH3:20])[CH3:19])[N:6]=1)=[C:2]([CH3:24])[CH3:23])=[O:30]. Procedure details: Reaction of 1-[3-(2-bromo-2-methylpropanoyl)-6-methoxy-1H-indazol-1-yl]-3,3-dimethylbutan-2-one from the above with trimethyl phosphite using the procedure as described in Method I Step B above provided the title compound identical to the one obtained with Method I.